From a dataset of the Open Reaction Database (ORD), a public repository of structured organic reaction records. describe an organic reaction: reactants, conditions, products, and yield Starting materials: O1C(=CC=C1)C=1N=C(SC1C(N(C)OC)=O)NC(=O)C1=CC=NC=C1 (N-[4-(2-Furyl)-5-(N-methoxy-N-methylcarbamoyl)thiazol-2-yl]pyridine-4-carboxamide), [Cl-].[NH4+] (ammonium chloride), solution, C[Mg]Br (methylmagnesium bromide). Solvent: C1CCOC1 (THF), C1CCOC1 (THF). Reaction conditions: time 2.5 hour. Yields the product C(C)(=O)C1=C(N=C(S1)NC(=O)C1=CC=NC=C1)C=1OC=CC1 (N-[5-Acetyl-4-(2-furyl)thiazol-2-yl]pyridine-4-carboxamide). The yield is 68.9%. RXN SMILES: [O:1]1[CH:5]=[CH:4][CH:3]=[C:2]1[C:6]1[N:7]=[C:8]([NH:17][C:18]([C:20]2[CH:25]=[CH:24][N:23]=[CH:22][CH:21]=2)=[O:19])[S:9][C:10]=1[C:11](=[O:16])N(OC)C.[CH3:26][Mg]Br.[Cl-].[NH4+]>C1COCC1>[C:11]([C:10]1[S:9][C:8]([NH:17][C:18]([C:20]2[CH:21]=[CH:22][N:23]=[CH:24][CH:25]=2)=[O:19])=[N:7][C:6]=1[C:2]1[O:1][CH:5]=[CH:4][CH:3]=1)(=[O:16])[CH3:26] |f:2.3|. Reported procedure: Compound 98 (1.01 g, 2.82 mmol) was suspended in THF (20 mL), and a 0.93 mol/L solution of methylmagnesium bromide (12.0 mL, 11.2 mmol) in THF was added thereto under ice-cooling, followed by stirring at room temperature for 2.5 hours. A saturated aqueous solution of ammonium chloride was added to the reaction mixture, and the precipitated solid was collected by filtration to afford the entitled Compound 377 (609 mg, 69%) as a pale yellow solid. Starting materials: COc1ccc(CCl)cc1, CC(=O)c1cc2c(cc1O)C(C)(C)CCC2(C)C. Product: COc1ccc(COc2cc3c(cc2C(C)=O)C(C)(C)CCC3(C)C)cc1. As a reaction SMILES: [CH3:19][O:20][c:21]1[cH:22][cH:23][c:24]([CH2:25][Cl:26])[cH:27][cH:28]1.[OH:1][c:2]1[c:3]([C:16]([CH3:17])=[O:18])[cH:4][c:5]2[c:10]([cH:11]1)[C:9]([CH3:12])([CH3:13])[CH2:8][CH2:7][C:6]2([CH3:14])[CH3:15]>>[O:1]([c:2]1[c:3]([C:16]([CH3:17])=[O:18])[cH:4][c:5]2[c:10]([cH:11]1)[C:9]([CH3:12])([CH3:13])[CH2:8][CH2:7][C:6]2([CH3:14])[CH3:15])[CH2:25][c:24]1[cH:23][cH:22][c:21]([O:20][CH3:19])[cH:28][cH:27]1. The reactants are C1(=CC=C(C=C1)S(=O)(=O)Cl)C (p-toluenesulfonyl chloride), C([O-])([O-])=O.[K+].[K+] (potassium carbonate), ClC=1C=C(C(=O)OO)C=CC1 (3-Chloroperoxybenzoic acid), BrC=1C=CC=2C3=C(C=NC2C1)N=C(N3CCNS(=O)(=O)C)CCCC (N-[2-(7-bromo-2-butyl-1H-imidazo[4,5-c]quinolin-1-yl)ethyl]methanesulfonamide), [OH-].[NH4+] (ammonium hydroxide). The solvent is O (water), ClCCl (dichloromethane). Conditions: time 2 hour. Product: NC1=NC=2C=C(C=CC2C2=C1N=C(N2CCNS(=O)(=O)C)CCCC)Br (N-[2-(4-amino-7-bromo-2-butyl-1H-imidazo[4,5-c]quinolin-1-yl)-ethyl]methanesulfonamide). As a reaction SMILES: ClC1C=C(C=CC=1)C(OO)=O.[Br:12][C:13]1[CH:14]=[CH:15][C:16]2[C:17]3[N:25]([CH2:26][CH2:27][NH:28][S:29]([CH3:32])(=[O:31])=[O:30])[C:24]([CH2:33][CH2:34][CH2:35][CH3:36])=[N:23][C:18]=3[CH:19]=[N:20][C:21]=2[CH:22]=1.[OH-].[NH4+:38].C1(C)C=CC(S(Cl)(=O)=O)=CC=1.C(=O)([O-])[O-].[K+].[K+]>ClCCl.O>[NH2:38][C:19]1[C:18]2[N:23]=[C:24]([CH2:33][CH2:34][CH2:35][CH3:36])[N:25]([CH2:26][CH2:27][NH:28][S:29]([CH3:32])(=[O:30])=[O:31])[C:17]=2[C:16]2[CH:15]=[CH:14][C:13]([Br:12])=[CH:22][C:21]=2[N:20]=1 |f:2.3,5.6.7|. Reported procedure: 3-Chloroperoxybenzoic acid (1.0 equivalent of 50% pure material) was added to a solution of N-[2-(7-bromo-2-butyl-1H-imidazo[4,5-c]quinolin-1-yl)ethyl]methanesulfonamide (44 g, 103.4 mmol) in 1000 mL dichloromethane. After 2 hours, concentrated ammonium hydroxide solution (600 mL) was added. The reaction was stirred for 15 minutes before p-toluenesulfonyl chloride (1.1 equivalents) was slowly added in small portions. The reaction was stirred overnight at room temperature and then water and potas... Reactants: ClC1=CC=C(C=C1)CC(OCC)=N (Ethyl 2-(p-chlorophenyl)acetimidate), Cl (hydrochloric acid), C(OC)COC (dimethoxyethane), Cl.ClC1=CC=C(C=C1)CC(=N)NC(NCC(=O)Cl)=O (2-(3-[2-(p-chlorophenyl)acetimidoyl]ureido)acetyl chloride hydrochloride), [OH-].[Na+] (sodium hydroxide). The product is Cl.COC1=CC=C(C(=N)NC(NCC(=O)Cl)=O)C=C1 (2-(3-[p-Methoxybenzimidoyl]ureido)acetyl Chloride Hydrochloride). As a reaction SMILES: [Cl:1][C:2]1C=CC(CC(=N)OCC)=CC=1.Cl.ClC1C=[CH:20][C:19]([CH2:22][C:23]([NH:25][C:26](=[O:32])[NH:27][CH2:28][C:29]([Cl:31])=[O:30])=[NH:24])=CC=1.[OH-].[Na+].Cl.[CH2:36]([CH2:39][O:40][CH3:41])OC>>[ClH:1].[CH3:41][O:40][C:39]1[CH:36]=[CH:2][C:22]([C:23]([NH:25][C:26](=[O:32])[NH:27][CH2:28][C:29]([Cl:31])=[O:30])=[NH:24])=[CH:19][CH:20]=1 |f:1.2,3.4,7.8|. Procedure details: Ethyl 2-(p-chlorophenyl)acetimidate is converted into 2-(3-[2-(p-chlorophenyl)acetimidoyl]ureido)acetyl chloride hydrochloride using the above procedure, except that the hydrolysis step is carried out using 1N sodium hydroxide and dimethoxyethane (3:1), followed by acidification with 4N hydrochloric acid.